Dataset: the Open Reaction Database (ORD), a public repository of structured organic reaction records. Task: describe an organic reaction: reactants, conditions, products, and yield The reactants are BrCCCBr, O=C([O-])[O-], CC(C)=O, [Cs+], [Cs+], N#CC1(c2ccc(O)cc2)CCCCC1. Product: N#CC1(c2ccc(OCCCBr)cc2)CCCCC1. RXN SMILES: [Br:22][CH2:23][CH2:24][CH2:25][Br:26].[C:16](=[O:17])([O-:18])[O-:19].[CH3:27][C:28](=[O:29])[CH3:30].[Cs+:20].[Cs+:21].[OH:1][c:2]1[cH:3][cH:4][c:5]([C:8]2([C:14]#[N:15])[CH2:9][CH2:10][CH2:11][CH2:12][CH2:13]2)[cH:6][cH:7]1>>[O:1]([c:2]1[cH:3][cH:4][c:5]([C:8]2([C:14]#[N:15])[CH2:9][CH2:10][CH2:11][CH2:12][CH2:13]2)[cH:6][cH:7]1)[CH2:25][CH2:24][CH2:23][Br:22]. Reactants: C1OC2=C(SC=C2OC1)C=O (3,4-ethylenedioxythiophene-2-carbaldehyde), C1(=CC=CC=C1)NN (N-phenylhydrazine). Solvent: CO (methanol), CO (methanol). Conditions: temperature 65 celsius. Yields the product C1(=CC=CC=C1)NN=CC=1SC=C2C1OCCO2 (3,4-ethylenedioxythiophene-2-carbaldehyde N-phenylhydrazone). Reaction SMILES: [CH2:1]1[CH2:9][O:8][C:7]2[C:3](=[C:4]([CH:10]=O)[S:5][CH:6]=2)[O:2]1.[C:12]1([NH:18][NH2:19])[CH:17]=[CH:16][CH:15]=[CH:14][CH:13]=1>CO>[C:12]1([NH:18][N:19]=[CH:10][C:4]2[S:5][CH:6]=[C:7]3[O:8][CH2:9][CH2:1][O:2][C:3]=23)[CH:17]=[CH:16][CH:15]=[CH:14][CH:13]=1. Reported procedure: In a 250 ml round bottomed flask, 3,4-ethylenedioxythiophene-2-carbaldehyde (5 g, 0.0294 mol) was dissolved in 120 ml of methanol by heat. A solution of N-phenylhydrazine (4.76 g, 0.0441 mol) in methanol was added to the cooled reaction mixture. After the reaction mixture was heated at 65° C. for 2.5 hours, the reaction mixture was concentrated and then placed in a freezer to form yellowish crystals of 3,4-ethylenedioxythiophene-2-carbaldehyde N-phenylhydrazone. The yellowish crystals were filte... Reactants: [C-]#[C-], NCCN, CS(C)=O, [Li+], [Li+], C(CCC1CO1)COC1CCCCO1. Yields the product C#CCC(O)CCCCOC1CCCCO1. Reaction SMILES: [C-:19]#[C-:20].[CH2:15]([CH2:16][NH2:18])[NH2:17].[CH3:23][S:24]([CH3:25])=[O:26].[Li+:21].[Li+:22].[O:1]1[CH2:2][CH:3]1[CH2:4][CH2:5][CH2:6][CH2:7][O:8][CH:9]1[O:10][CH2:11][CH2:12][CH2:13][CH2:14]1>>[OH:1][CH:3]([CH2:2][C:15]#[CH:16])[CH2:4][CH2:5][CH2:6][CH2:7][O:8][CH:9]1[O:10][CH2:11][CH2:12][CH2:13][CH2:14]1. Starting materials: COC(=O)C(C)C(c1ccccc1)N(Cc1ccccc1)C(C)c1ccccc1, CC(=O)O, [H][H]. The product is COC(=O)C(C)C(N)c1ccccc1. Reaction SMILES: [CH2:1]([N:8]([CH:2]([CH3:3])[c:4]1[cH:5][cH:6][cH:7][cH:9][cH:10]1)[CH:17]([CH:18]([C:19](=[O:20])[O:21][CH3:22])[CH3:23])[c:24]1[cH:25][cH:26][cH:27][cH:28][cH:29]1)[c:11]1[cH:12][cH:13][cH:14][cH:15][cH:16]1.[CH3:32][C:33](=[O:34])[OH:35].[H:30][H:31]>>[NH2:8][CH:17]([CH:18]([C:19](=[O:20])[O:21][CH3:22])[CH3:23])[c:24]1[cH:25][cH:26][cH:27][cH:28][cH:29]1. The reactants are C(#N)[BH3-].[Na+] (sodium cyanoborohydride), C1COC2=C3N1C1=C(C3=CC=C2)CNCC1 (1,2,7,8,9,10-hexahydropyrido[3', 4': 4,5]pyrrolo[1,2,3-de][1,4]benzoxazine), [OH-].[Na+] (sodium hydroxide), Cl (hydrochloric acid). The solvent is FC(C(=O)O)(F)F (trifluoroacetic acid). Product: O1CC=NC2=C1C=CC=C2 ([1,4]benzoxazine). Reaction SMILES: C([BH3-])#N.[Na+].[CH2:5]1[N:10]2C3CCNCC=3[C:13]3=[CH:14][CH:15]=[CH:16][C:8](=[C:9]23)[O:7][CH2:6]1.Cl.[OH-].[Na+]>FC(F)(F)C(O)=O>[O:7]1[C:8]2[CH:16]=[CH:15][CH:14]=[CH:13][C:9]=2[N:10]=[CH:5][CH2:6]1 |f:0.1,4.5|. Procedure details: Powdered sodium cyanoborohydride (25 g) is added, in small portions, to a well-stirred and cooled (5°) solution of 1,2,7,8,9,10-hexahydropyrido[3', 4': 4,5]pyrrolo[1,2,3-de][1,4]benzoxazine (20 g) in trifluoroacetic acid (250 ml) at such a rate that excessive frothing is avoided. After the addition is complete, the mixture is stirred at room temperature for 2 hours, treated with 6N hydrochloric acid (150 ml), and refluxed for 30 minutes. It is then cooled and basified with 25% sodium hydroxide a...